describe an organic reaction: reactants, conditions, products, and yield From a dataset of the Open Reaction Database (ORD), a public repository of structured organic reaction records. Reactants: I[Si](C)(C)C (Iodotrimethylsilane), ice, C(C)(=O)N(C1=NOC(=C1)C)C(P(OCC)(OCC)=O)P(OCC)(OCC)=O (tetraethyl [N-acetyl(5-methyl-3-isoxazolyl)amino]methylene-bis(phosphonate)). The solvent is C(Cl)(Cl)(Cl)Cl (carbon tetrachloride). Conditions: time 1 hour. Yields the product C(C)(=O)N(C1=NOC(=C1)C)C(P(O)(O)=O)P(O)(O)=O ([N-acetyl(5-methyl-3-isoxazolyl)amino]methylene-bis(phosphonic acid)). The yield is 33.9%. RXN SMILES: I[Si](C)(C)C.[C:6]([N:9]([CH:16]([P:25](=[O:32])([O:29]CC)[O:26]CC)[P:17](=[O:24])([O:21]CC)[O:18]CC)[C:10]1[CH:14]=[C:13]([CH3:15])[O:12][N:11]=1)(=[O:8])[CH3:7]>C(Cl)(Cl)(Cl)Cl>[C:6]([N:9]([CH:16]([P:25](=[O:26])([OH:29])[OH:32])[P:17](=[O:18])([OH:24])[OH:21])[C:10]1[CH:14]=[C:13]([CH3:15])[O:12][N:11]=1)(=[O:8])[CH3:7]. Procedure details: Iodotrimethylsilane (2.68 ml) was added to an ice-cooled solution of 2 g of tetraethyl [N-acetyl(5-methyl-3-isoxazolyl)amino]methylene-bis(phosphonate) in 20 ml of carbon tetrachloride. Then the temperature was allowed to rise to room temperature, and the mixture was stirred for 1 hour. The reaction mixture was concentrated, methanol was then added, and the mixture was again concentrated. The residue thus obtained was washed with ether, hexane and acetone to give a solid which was recrystallized... The reactants are FC1=CC=C(C=C1)C1=C(C(NC1)=O)C (4-(4-fluorophenyl)-1,5-dihydro-3-methyl-2H-pyrrol-2-one), [N+](=O)(O)[O-] (nitric acid). Yields the product FC1=C(C=C(C=C1)C1=C(C(NC1)=O)C)[N+](=O)[O-] (4-(4-Fluoro-3-nitrophenyl)-1,5-dihydro-3-methyl-2H-pyrrol-2-one). Reaction SMILES: [F:1][C:2]1[CH:7]=[CH:6][C:5]([C:8]2[CH2:12][NH:11][C:10](=[O:13])[C:9]=2[CH3:14])=[CH:4][CH:3]=1.[N+:15]([O-])([OH:17])=[O:16]>>[F:1][C:2]1[CH:3]=[CH:4][C:5]([C:8]2[CH2:12][NH:11][C:10](=[O:13])[C:9]=2[CH3:14])=[CH:6][C:7]=1[N+:15]([O-:17])=[O:16]. Procedure: In a manner similar to that described in Preparation 8, 4-(4-fluorophenyl)-1,5-dihydro-3-methyl-2H-pyrrol-2-one is reacted with nitric acid to provide the title compound. Reactants: O (water), crude product, N1C(=NC2=C1C=CC=C2)C=2C(=NON2)NCCC#N (3-[4-(1H-benzoimidazol-2-yl)-furazan-3-ylamino]-propionitrile), C([O-])([O-])=O.[K+].[K+] (potassium carbonate), C(C1=CC=CC=C1)OC(NC1=CC=C(C=C1)C(CBr)=O)=O ([4-(2-bromo-acetyl)-phenyl]-carbamic acid benzyl ester). The solvent is C(C)(=O)OCC.CO (ethyl acetate methanol), 2/1, CN(C=O)C (N,N-dimethylformamide). Run at time 4 hour. Product: C(C1=CC=CC=C1)OC(NC1=CC=C(C=C1)C(CN1C(=NC2=C1C=CC=C2)C2=NON=C2NCCC#N)=O)=O ([4-(2-{2-[4-(2-Cyano-ethylamino)-furazan-3-yl]-benzoimidazol-1-yl}-acetyl)-phenyl]-carbamic acid benzyl ester). Isolated yield 58.4%. As a reaction SMILES: [NH:1]1[C:5]2[CH:6]=[CH:7][CH:8]=[CH:9][C:4]=2[N:3]=[C:2]1[C:10]1[C:11]([NH:15][CH2:16][CH2:17][C:18]#[N:19])=[N:12][O:13][N:14]=1.C(=O)([O-])[O-].[K+].[K+].[CH2:26]([O:33][C:34](=[O:46])[NH:35][C:36]1[CH:41]=[CH:40][C:39]([C:42](=[O:45])[CH2:43]Br)=[CH:38][CH:37]=1)[C:27]1[CH:32]=[CH:31][CH:30]=[CH:29][CH:28]=1.O>CN(C)C=O.C(OCC)(=O)C.CO>[CH2:26]([O:33][C:34](=[O:46])[NH:35][C:36]1[CH:37]=[CH:38][C:39]([C:42](=[O:45])[CH2:43][N:3]2[C:4]3[CH:9]=[CH:8][CH:7]=[CH:6][C:5]=3[N:1]=[C:2]2[C:10]2[C:11]([NH:15][CH2:16][CH2:17][C:18]#[N:19])=[N:12][O:13][N:14]=2)=[CH:40][CH:41]=1)[C:27]1[CH:28]=[CH:29][CH:30]=[CH:31][CH:32]=1 |f:1.2.3,7.8|. Procedure: To a stirred solution of 11.1 g of 3-[4-(1H-benzoimidazol-2-yl)-furazan-3-ylamino]-propionitrile (95%, 41.5 mmol, 1 eq) in 90 ml of N,N-dimethylformamide are added 7.84 g of potassium carbonate (56.8 mmol, 1.3 eq), followed by 23.25 g of [4-(2-bromo-acetyl)-phenyl]-carbamic acid benzyl ester (75%, 50.1 mmol, 1.2 eq). The reaction mixture is stirred for 4 h at room temperature. Then 700 ml of water are added and the resulting suspension is extracted with 3×800 ml of ethyl acetate. The combined or... Reactants: BrCC(C(=O)O)(C)C (3-Bromo-2,2-dimethylpropionic acid), FC1=CC=C(C=C1)N1CCNCC1 (4-fluorophenyl-piperazine), CCN(C(C)C)C(C)C (DIPEA), C(C(=O)Cl)(=O)Cl (Oxalyl chloride). The solvent is C(Cl)Cl (DCM), C(Cl)Cl (DCM). Run at time 18 hour. The product is BrC1CN(CCN1)C1=CC=C(C=C1)F.CC(C=O)(C)C (3-bromo-1-(4-fluorophenyl)piperazine 2,2-dimethylpropan-1-one). Isolated yield 83.8%. RXN SMILES: [Br:1][CH2:2][C:3]([CH3:8])([CH3:7])[C:4](O)=[O:5].C(Cl)(=O)C(Cl)=O.[F:15][C:16]1[CH:21]=[CH:20][C:19]([N:22]2[CH2:27][CH2:26][NH:25][CH2:24][CH2:23]2)=[CH:18][CH:17]=1.CCN(C(C)C)C(C)C>C(Cl)Cl>[Br:1][CH:24]1[NH:25][CH2:26][CH2:27][N:22]([C:19]2[CH:18]=[CH:17][C:16]([F:15])=[CH:21][CH:20]=2)[CH2:23]1.[CH3:2][C:3]([CH3:8])([CH3:7])[CH:4]=[O:5] |f:5.6|. Reported procedure: 3-Bromo-2,2-dimethylpropionic acid (5.03 g, 27.8 mmol) was dissolved in DCM (60 mL). Oxalyl chloride (3.64 mL, 41.67 mmol) was added slowly over 10 minutes. The reaction mixture was stirred at room temperature for 18 hours and then concentrated in vacuo. The residue was dissolved in DCM (40 mL) and added to a solution of 4-fluorophenyl-piperazine (5.00 g, 27.8 mmol) and DIPEA (7.24 mL, 41.67 mmol) in DCM (30 mL) at 0° C. The reaction mixture was allowed to warm to room temperature over 1 hour an... The reactants are CC(C)(C)OC(=O)OC(=O)[O-], COc1cccc(CN)c1, C1CCOC1. Yields the product COc1cccc(CNC(=O)OC(C)(C)C)c1. Reaction SMILES: [C:11](=[O:12])([O:13][C:14]([CH3:15])([CH3:16])[CH3:17])[O:18][C:19]([O-:20])=[O:21].[CH3:1][O:2][c:3]1[cH:4][c:5]([CH2:6][NH2:7])[cH:8][cH:9][cH:10]1.[O:22]1[CH2:23][CH2:24][CH2:25][CH2:26]1>>[CH3:1][O:2][c:3]1[cH:4][c:5]([CH2:6][NH:7][C:11](=[O:12])[O:13][C:14]([CH3:15])([CH3:16])[CH3:17])[cH:8][cH:9][cH:10]1. Starting materials: S1C2=C(C=C1[C@@H](/C=C/[C@H]1[C@@H](C[C@@H]3OC(C[C@@H]31)O)O)O[Si](C3=CC=CC=C3)(C3=CC=CC=C3)C(C)(C)C)C=CC=C2 ((3aR,4R,5R,6aS)-4-((R,E)-3-(benzo[b]thiophen-2-yl)-3-(tert-butyldiphenylsilyloxy)prop-1-enyl)hexahydro-2H-cyclopenta[b]furan-2,5-diol), [H][H] (hydrogen). The product is S1C2=C(C=C1[C@@H](CC[C@H]1[C@@H](C[C@@H]3OC(C[C@@H]31)O)O)O[Si](C3=CC=CC=C3)(C3=CC=CC=C3)C(C)(C)C)C=CC=C2 ((3aR,4R,5R,6aS)-4-((R)-3-(benzo[b]thiophen-2-yl)-3-(tert-butyldiphenylsilyloxy)propyl)hexahydro-2H-cyclopenta[b]furan-2,5-diol). The solvent is C(C)(=O)OCC (ethyl acetate). Procedure: (3aR,4R,5R,6aS)-4-((R,E)-3-(Benzo[b]thiophen-2-yl)-3-(tert-butyldiphenylsilyloxy)prop-1-enyl)hexahydro-2H-cyclopenta[b]furan-2,5-diol (Example 2, Step E, 1 mol equivalent) is dissolved in ethyl acetate (0.05 M) under a nitrogen atmosphere. 10% Pd/C (10 mol %) is added and hydrogen gas is introduced. After stirring for several hours at room temperature the reaction mixture is filtered over Celite. The crude product is purified by flash chromatography on regular silica gel eluted with ethyl acetat... The reagents and catalysts are [Pd] (Pd/C). As a reaction SMILES: [S:1]1[C:5]([C@H:6]([O:19][Si:20]([C:33]([CH3:36])([CH3:35])[CH3:34])([C:27]2[CH:32]=[CH:31][CH:30]=[CH:29][CH:28]=2)[C:21]2[CH:26]=[CH:25][CH:24]=[CH:23][CH:22]=2)/[CH:7]=[CH:8]/[C@@H:9]2[C@@H:16]3[C@@H:12]([O:13][CH:14]([OH:17])[CH2:15]3)[CH2:11][C@H:10]2[OH:18])=[CH:4][C:3]2[CH:37]=[CH:38][CH:39]=[CH:40][C:2]1=2.[H][H]>C(OCC)(=O)C.[Pd]>[S:1]1[C:5]([C@H:6]([O:19][Si:20]([C:33]([CH3:36])([CH3:35])[CH3:34])([C:21]2[CH:22]=[CH:23][CH:24]=[CH:25][CH:26]=2)[C:27]2[CH:28]=[CH:29][CH:30]=[CH:31][CH:32]=2)[CH2:7][CH2:8][C@@H:9]2[C@@H:16]3[C@@H:12]([O:13][CH:14]([OH:17])[CH2:15]3)[CH2:11][C@H:10]2[OH:18])=[CH:4][C:3]2[CH:37]=[CH:38][CH:39]=[CH:40][C:2]1=2.